Task: describe an organic reaction: reactants, conditions, products, and yield. Dataset: the Open Reaction Database (ORD), a public repository of structured organic reaction records Reactants: C(C)(C)(C)OC(NC1=C(C=C(C(=C1)Cl)C(F)(F)F)NC(CC(=O)C1=CC(=CC=C1)C1=CC(=NC=C1)CC(C)C)=O)=O ((5-chloro-2-{3-[3-(2-isobutyl-pyridin-4-yl)-phenyl]-3-oxo-propionylamino}-4-trifluoromethyl-phenyl)-carbamic acid tert-butyl ester), C(=O)(C(F)(F)F)O (TFA). The solvent is C(Cl)Cl (CH2Cl2). The product is ClC1=CC2=C(NC(CC(=N2)C2=CC(=CC=C2)C2=CC(=NC=C2)CC(C)C)=O)C=C1C(F)(F)F (7-Chloro-4-[3-(2-isobutyl-pyridin-4-yl)-phenyl]-8-trifluoromethyl-1,3-dihydro benzo[b][1,4]diazepin-2-one), solid. Isolated yield 89.0%. As a reaction SMILES: C(OC(=O)[NH:7][C:8]1[CH:13]=[C:12]([Cl:14])[C:11]([C:15]([F:18])([F:17])[F:16])=[CH:10][C:9]=1[NH:19][C:20](=[O:40])[CH2:21][C:22]([C:24]1[CH:29]=[CH:28][CH:27]=[C:26]([C:30]2[CH:35]=[CH:34][N:33]=[C:32]([CH2:36][CH:37]([CH3:39])[CH3:38])[CH:31]=2)[CH:25]=1)=O)(C)(C)C.C(O)(C(F)(F)F)=O>C(Cl)Cl>[Cl:14][C:12]1[C:11]([C:15]([F:18])([F:17])[F:16])=[CH:10][C:9]2[NH:19][C:20](=[O:40])[CH2:21][C:22]([C:24]3[CH:29]=[CH:28][CH:27]=[C:26]([C:30]4[CH:35]=[CH:34][N:33]=[C:32]([CH2:36][CH:37]([CH3:39])[CH3:38])[CH:31]=4)[CH:25]=3)=[N:7][C:8]=2[CH:13]=1. Reported procedure: The title compound was prepared from (5-chloro-2-{3-[3-(2-isobutyl-pyridin-4-yl)-phenyl]-3-oxo-propionylamino}-4-trifluoromethyl-phenyl)-carbamic acid tert-butyl ester (Example M255) (0.31 g, 0.53 mmol) by treatment with TFA in CH2Cl2 according to the general procedure N. Obtained a light yellow solid (220 mg, 89%). Starting materials: OCC(CS(=O)(=O)N)(CC)CC (3-hydroxy-2,2-diethyl-1-propanesulfonamide), [H-].[Na+] (sodium hydride), Cl (hydrochloric acid), ClC=1C=CC=2N(N1)C=CN2 (6-chloroimidazo [1,2-b]pyridazine). Solvent: CN(C)C=O (DMF). Run at temperature 70 celsius. Product: C(C)C(COC=1C=CC=2N(N1)C=CN2)(CS(N)(=O)=O)CC (6-[(2,2-diethyl-3-sulfamoylpropyl)oxy]imidazo[1,2-b]pyridazine). Yield: 62.5%. Reaction SMILES: [OH:1][CH2:2][C:3]([CH2:11][CH3:12])([CH2:9][CH3:10])[CH2:4][S:5]([NH2:8])(=[O:7])=[O:6].[H-].[Na+].Cl[C:16]1[CH:17]=[CH:18][C:19]2[N:20]([CH:22]=[CH:23][N:24]=2)[N:21]=1.Cl>CN(C=O)C>[CH2:9]([C:3]([CH2:11][CH3:12])([CH2:4][S:5](=[O:6])(=[O:7])[NH2:8])[CH2:2][O:1][C:16]1[CH:17]=[CH:18][C:19]2[N:20]([CH:22]=[CH:23][N:24]=2)[N:21]=1)[CH3:10] |f:1.2|. Reported procedure: To a solution of 3-hydroxy-2,2-diethyl-1-propanesulfonamide (1.0 g) in DMF (70 ml) was added sodium hydride (0.45 g), followed by heating at 70° C. for 30 minutes. The mixture to which 6-chloroimidazo [1,2-b]pyridazine (0.8 g) was added was heated for 5 hours. The reaction mixture was cooled, adjusted to pH 6.0 with 1N-hydrochloric acid and then concentrated. The residue was subjected to a silica gel column chlomatography, eluting with chloroform-methanol (10:1). The corresponding combined fract...